This data is from the Open Reaction Database (ORD), a public repository of structured organic reaction records. The task is: describe an organic reaction: reactants, conditions, products, and yield Reactants: COc1cc(-c2ccnn2-c2cccnc2C(F)(F)F)cc([N+](=O)[O-])c1OC, ClCCl, O=C(OC(=O)C(F)(F)F)C(F)(F)F, NC(N)=O, OO. Product: COc1cc(-c2ccnn2-c2ccc[n+]([O-])c2C(F)(F)F)cc([N+](=O)[O-])c1OC. As a reaction SMILES: [CH3:1][O:2][c:3]1[cH:4][c:5](-[c:14]2[cH:15][cH:16][n:17][n:18]2-[c:19]2[c:20]([C:25]([F:26])([F:27])[F:28])[n:21][cH:22][cH:23][cH:24]2)[cH:6][c:7]([N+:11](=[O:12])[O-:13])[c:8]1[O:9][CH3:10].[Cl:48][CH2:49][Cl:50].[F:35][C:36]([F:37])([F:38])[C:39]([O:40][C:41](=[O:42])[C:43]([F:44])([F:45])[F:46])=[O:47].[NH2:31][C:32](=[O:33])[NH2:34].[OH:29][OH:30]>>[CH3:1][O:2][c:3]1[cH:4][c:5](-[c:14]2[cH:15][cH:16][n:17][n:18]2-[c:19]2[c:20]([C:25]([F:26])([F:27])[F:28])[n+:21]([O-:33])[cH:22][cH:23][cH:24]2)[cH:6][c:7]([N+:11](=[O:12])[O-:13])[c:8]1[O:9][CH3:10]. Starting materials: CCOC(=O)CP(=O)(OCC)OCC, C1CCOC1, [H-], Cc1ccc2c(c1)nc(N)c1ncc(CCc3ccc(C=O)cc3C)cc12, [Na+]. Product: CCOC(=O)C=Cc1ccc(CCc2cnc3c(N)nc4cc(C)ccc4c3c2)c(C)c1. Reaction SMILES: [CH2:3]([O:4][P:5]([O:6][CH2:7][CH3:8])(=[O:9])[CH2:11][C:12](=[O:13])[O:14][CH2:15][CH3:16])[CH3:10].[CH2:44]1[O:45][CH2:46][CH2:47][CH2:48]1.[H-:2].[NH2:17][c:18]1[n:19][c:20]2[c:21]([c:22]3[cH:23][c:24]([CH2:28][CH2:29][c:30]4[c:31]([CH3:38])[cH:32][c:33]([CH:34]=[O:35])[cH:36][cH:37]4)[cH:25][n:26][c:27]13)[cH:39][cH:40][c:41]([CH3:43])[cH:42]2.[Na+:1]>>[CH:11]([C:12](=[O:13])[O:14][CH2:15][CH3:16])=[CH:34][c:33]1[cH:32][c:31]([CH3:38])[c:30]([CH2:29][CH2:28][c:24]2[cH:23][c:22]3[c:21]4[c:20]([n:19][c:18]([NH2:17])[c:27]3[n:26][cH:25]2)[cH:42][c:41]([CH3:43])[cH:40][cH:39]4)[cH:37][cH:36]1. The reactants are C(C)(=O)O (acetic acid), C(C1=CC(OC)=C(O)C=C1)(=O)O (vanillic acid), [N+](=O)(O)[O-] (Nitric acid). Solvent: O (water). Run at time 4 hour. Yields the product OC1=C(C=C(C(=O)O)C=C1OC)[N+](=O)[O-] (4-hydroxy-5-methoxy-3 nitrobenzoic acid). Reaction SMILES: C(O)(=O)C.[C:5]([OH:16])(=[O:15])[C:6]1[CH:14]=[CH:13][C:11]([OH:12])=[C:8]([O:9][CH3:10])[CH:7]=1.[N+:17]([O-])([OH:19])=[O:18]>O>[OH:12][C:11]1[C:8]([O:9][CH3:10])=[CH:7][C:6]([C:5]([OH:16])=[O:15])=[CH:14][C:13]=1[N+:17]([O-:19])=[O:18]. Reported procedure: A reactor was charged with 525 kg of glacial acetic acid and 50 kg vanillic acid. The mixture was heated with warm water gradually to 50° C. in around 75 minutes. Temperature was set to 16° C. Nitric acid, 31.4 kg was then added gradually over a period of 3 hrs. When the administration was complete the mixture was allowed to stir for additional 3.5-4.5 hours. Starting materials: CI (methyl iodide), C(CCCCC)OC=1C(=NON1)C=1C=NC=CC1 (3-(4-hexyloxy-1, 2,5-oxadiazol-3-yl)pyridine). Run in CC(=O)C (acetone). Conditions: time 18 hour. Product: [I-].C(CCCCC)OC=1C(=NON1)C=1C=[N+](C=CC1)C (3-(4-hexyloxy-1,2,5-oxadiazol-3-yl)-1-methylpyridinium iodide). RXN SMILES: [CH3:1][I:2].[CH2:3]([O:9][C:10]1[C:11]([C:15]2[CH:16]=[N:17][CH:18]=[CH:19][CH:20]=2)=[N:12][O:13][N:14]=1)[CH2:4][CH2:5][CH2:6][CH2:7][CH3:8]>CC(C)=O>[I-:2].[CH2:3]([O:9][C:10]1[C:11]([C:15]2[CH:16]=[N+:17]([CH3:1])[CH:18]=[CH:19][CH:20]=2)=[N:12][O:13][N:14]=1)[CH2:4][CH2:5][CH2:6][CH2:7][CH3:8] |f:3.4|. Reported procedure: A mixture of methyl iodide (1 ml, 15 mmol) and 3-(4-hexyloxy-1, 2,5-oxadiazol-3-yl)pyridine (1 mmol) in acetone (5 ml) was stirred at room temperature for 18 h and evaporated to give the title compound. The reactants are C(C)(=O)O (acetic acid), [Cl-].[Na+] (sodium chloride), O.NN (hydrazine monohydrate), C(C1=CC=CC=C1)N(C(C)=O)C1=C(C(=O)O)C=CC(=C1)OC1=CC=CC=C1 (2-(N-benzylacetamido)-4-phenoxybenzoic acid). Solvent: C(C)(=O)OCC (ethyl acetate). The product is C(C1=CC=CC=C1)NC1=C(C(=O)O)C=CC(=C1)OC1=CC=CC=C1 (2-(benzylamino)-4-phenoxybenzoic acid). Yield: 22.6%. RXN SMILES: O.NN.[CH2:4]([N:11]([C:15]1[CH:23]=[C:22]([O:24][C:25]2[CH:30]=[CH:29][CH:28]=[CH:27][CH:26]=2)[CH:21]=[CH:20][C:16]=1[C:17]([OH:19])=[O:18])C(=O)C)[C:5]1[CH:10]=[CH:9][CH:8]=[CH:7][CH:6]=1.C(O)(=O)C.[Cl-].[Na+]>C(OCC)(=O)C>[CH2:4]([NH:11][C:15]1[CH:23]=[C:22]([O:24][C:25]2[CH:30]=[CH:29][CH:28]=[CH:27][CH:26]=2)[CH:21]=[CH:20][C:16]=1[C:17]([OH:19])=[O:18])[C:5]1[CH:6]=[CH:7][CH:8]=[CH:9][CH:10]=1 |f:0.1,4.5|. Reported procedure: A suspension of hydrazine monohydrate 2.0 mL of 2-(N-benzylacetamido)-4-phenoxybenzoic acid 0.10 g was heated and refluxed for 3 hours. After the reaction mixture was cooled to room temperature, acetic acid 5.0 mL was added to it, and ethyl acetate and saturated sodium chloride aqueous solution were added to it. The organic layer was separated and collected, dried over anhydrous magnesium sulfate, and the solvent was removed under reduced pressure. The obtained residue was refined by silica gel ...